This data is from the Open Reaction Database (ORD), a public repository of structured organic reaction records. The task is: describe an organic reaction: reactants, conditions, products, and yield Starting materials: B1(OC(C(O1)(C)C)(C)C)B2OC(C(O2)(C)C)(C)C (bis(pinacolato)diboron), C(C)(=O)[O-].[K+] (potassium acetate), BrC1=CC(=C(C=C1)C(C(C(F)(F)F)(O)C1=CC(=NC=C1)C)C)Cl (3-(4-Bromo-2-chloro-phenyl)-1,1,1-trifluoro-2-(2-methyl-pyridin-4-yl)-butan-2-ol), COC(C1=CN=C(C=C1)Cl)=O (methyl-6-chloronicotinate), C(=O)([O-])[O-].[Cs+].[Cs+] (Cs2CO3). The reagents and catalysts are C1=CC=C(C=C1)P(C2=CC=CC=C2)C3=CC=CC=C3.C1=CC=C(C=C1)P(C2=CC=CC=C2)C3=CC=CC=C3.Cl[Pd]Cl (bis(triphenylphosphine)palladium(II)chloride). The solvent is O1CCOCC1 (dioxane), O (water). Reaction conditions: temperature 100 celsius. Yields the product COC(C1=CN=C(C=C1)C1=CC(=C(C=C1)C(C(C(F)(F)F)(C1=CC(=NC=C1)C)O)C)Cl)=O (6-{3-Chloro-4-[3,3,3-trifluoro-2-hydroxy-1-methyl-2-(2-methyl-pyridin-4-yl)-propyl]-phenyl}-nicotinic acid methyl ester). As a reaction SMILES: B1(B2OC(C)(C)C(C)(C)O2)OC(C)(C)C(C)(C)O1.C([O-])(=O)C.[K+].Br[C:25]1[CH:30]=[CH:29][C:28]([CH:31]([CH3:45])[C:32]([C:38]2[CH:43]=[CH:42][N:41]=[C:40]([CH3:44])[CH:39]=2)([OH:37])[C:33]([F:36])([F:35])[F:34])=[C:27]([Cl:46])[CH:26]=1.[CH3:47][O:48][C:49](=[O:57])[C:50]1[CH:55]=[CH:54][C:53](Cl)=[N:52][CH:51]=1.C([O-])([O-])=O.[Cs+].[Cs+]>O1CCOCC1.C1C=CC(P(C2C=CC=CC=2)C2C=CC=CC=2)=CC=1.C1C=CC(P(C2C=CC=CC=2)C2C=CC=CC=2)=CC=1.Cl[Pd]Cl.O>[CH3:47][O:48][C:49](=[O:57])[C:50]1[CH:55]=[CH:54][C:53]([C:25]2[CH:30]=[CH:29][C:28]([CH:31]([CH3:45])[C:32]([OH:37])([C:38]3[CH:43]=[CH:42][N:41]=[C:40]([CH3:44])[CH:39]=3)[C:33]([F:36])([F:35])[F:34])=[C:27]([Cl:46])[CH:26]=2)=[N:52][CH:51]=1 |f:1.2,5.6.7,9.10.11|. Procedure: A mixture of bis(pinacolato)diboron (28 mg), potassium acetate (29 mg), bis(triphenylphosphine)palladium(II)chloride (2 mg), and 3-(4-bromo-2-chloro-phenyl)-1,1,1-trifluoro-2-(2-methyl-pyridin-4-yl)-butan-2-ol (Example 60 step 1, 41 mg) in dioxane (2 ml) was heated at 100° C. for 1.5 h. After cooling to room temperature, water (0.2 ml), methyl-6-chloronicotinate (CAS Reg. No. 73781-91-6, 34 mg), dichloro[1,1′-bis(diphenylphosphino)-ferrocene]palldadium(II) dichloromethane complex (11 mg) and Cs2... Starting materials: ClC1=C(C=C(C=C1)/C=C/C(=O)OCC)F ((E)-Ethyl 3-(4-chloro-3-fluorophenyl)acrylate), [H-].C(C(C)C)[Al+]CC(C)C (Diisobutylaluminium hydride). Solvent: C1(=CC=CC=C1)C (toluene). Conditions: temperature -78 celsius. Product: ClC1=C(C=C(C=C1)/C=C/CO)F ((E)-3-(4-chloro-3-fluorophenyl)prop-2-en-1-ol). Isolated yield 93.8%. Reaction SMILES: [Cl:1][C:2]1[CH:7]=[CH:6][C:5](/[CH:8]=[CH:9]/[C:10](OCC)=[O:11])=[CH:4][C:3]=1[F:15].[H-].C([Al+]CC(C)C)C(C)C>C1(C)C=CC=CC=1>[Cl:1][C:2]1[CH:7]=[CH:6][C:5](/[CH:8]=[CH:9]/[CH2:10][OH:11])=[CH:4][C:3]=1[F:15] |f:1.2|. Reported procedure: (E)-Ethyl 3-(4-chloro-3-fluorophenyl)acrylate (18.3 g, 80.0 mmol) was combined with toluene (200 mL) and cooled to −78° C. Diisobutylaluminium hydride (“DIBAL-H”) (100 g, 176 mmol) (25% in toluene) was then added over one hour. The reaction was then allowed to agitate and warm up to ambient temperature over 2 hours. After agitating for an additional hour, the reaction was quenched with ice (200 g), and 6M HCl (100 mL) was added slowly. The aqueous layer was separated and extracted once with ethy...